Dataset: the Open Reaction Database (ORD), a public repository of structured organic reaction records. Task: describe an organic reaction: reactants, conditions, products, and yield The reactants are C(C)(C)NC(C)C (diisopropylamine), C1CC(=O)N(C1=O)Br (NBS), C1(CCCC1)OC=1C=C(C=CC1OC)C=1OC(=CC1)C1=NC=CC=C1 (2-(3-cyclopentyloxy-4-methoxyphenyl)-5-(2-pyridyl)furan). The solvent is C(Cl)Cl (CH2Cl2). Yields the product BrC1=C(OC(=C1)C1=NC=CC=C1)C1=CC(=C(C=C1)OC)OC1CCCC1 (3-Bromo-2-(3-cyclopentyloxy-4-methoxyphenyl)-5-(2-pyridyl)furan). Isolated yield 63.0%. RXN SMILES: [CH:1]1([O:6][C:7]2[CH:8]=[C:9]([C:15]3[O:16][C:17]([C:20]4[CH:25]=[CH:24][CH:23]=[CH:22][N:21]=4)=[CH:18][CH:19]=3)[CH:10]=[CH:11][C:12]=2[O:13][CH3:14])[CH2:5][CH2:4][CH2:3][CH2:2]1.C(NC(C)C)(C)C.C1C(=O)N([Br:40])C(=O)C1>C(Cl)Cl>[Br:40][C:19]1[CH:18]=[C:17]([C:20]2[CH:25]=[CH:24][CH:23]=[CH:22][N:21]=2)[O:16][C:15]=1[C:9]1[CH:10]=[CH:11][C:12]([O:13][CH3:14])=[C:7]([O:6][CH:1]2[CH2:5][CH2:4][CH2:3][CH2:2]2)[CH:8]=1. Procedure: A mixture of 2-(3-cyclopentyloxy-4-methoxyphenyl)-5-(2-pyridyl)furan, (0.5 g) example 2, in CH2Cl2 (3 ml) and diisopropylamine(21 ul) and NBS (0.320 g) were stirred for 20 mins. at room temperature. The reaction mixture was quenched with Na2CO3, extracted with CH2Cl2 dried with sodium sulfate and evaporated in vacuo to afford the title compound as a beige solid in 63% yield. 1H NMR (300 MHz, CDCl3): δ 1.6 (m, 2H), 2.0-1.8 (m, 6H), 3.90 (s, 3H), 4.95 (m, 1H), 7.05 (dd, 1H), 7.23 (m, 2H), 7.43 (m,... Reactants: [OH-].[Na+] (sodium hydroxide), Cl (hydrochloric acid), O (water), C(C)(C)(C)[Si](OC=1C=C(C=CC1)C1(CC2(OCC(CO2)(C)C)CCC1CN(C)C)O)(C1=CC=CC=C1)C1=CC=CC=C1 (8-[3-(tert-Butyl-diphenyl-silanyloxy)-phenyl]-9-dimethylaminomethyl-3,3-dimethyl-1,5-dioxa-spiro[5.5]undecan-8-ol). The solvent is O1CCCC1 (tetrahydrofuran), C(C)(=O)OCC (ethyl acetate). Conditions: temperature 5 celsius, time 10 hour. Product: C(C)(C)(C)[Si](OC=1C=C(C=CC1)C1=CC(CCC1CN(C)C)=O)(C1=CC=CC=C1)C1=CC=CC=C1 (3-[3-(tert-Butyl-diphenyl-silanyloxy)-phenyl]-4-dimethylaminomethyl-cyclohex-2-enone). As a reaction SMILES: [C:1]([Si:5]([C:37]1[CH:42]=[CH:41][CH:40]=[CH:39][CH:38]=1)([C:31]1[CH:36]=[CH:35][CH:34]=[CH:33][CH:32]=1)[O:6][C:7]1[CH:8]=[C:9]([C:13]2(O)[CH:25]([CH2:26][N:27]([CH3:29])[CH3:28])[CH2:24][CH2:23][C:15]3(OCC(C)(C)C[O:16]3)[CH2:14]2)[CH:10]=[CH:11][CH:12]=1)([CH3:4])([CH3:3])[CH3:2].Cl.O.[OH-].[Na+]>O1CCCC1.C(OCC)(=O)C>[C:1]([Si:5]([C:31]1[CH:32]=[CH:33][CH:34]=[CH:35][CH:36]=1)([C:37]1[CH:42]=[CH:41][CH:40]=[CH:39][CH:38]=1)[O:6][C:7]1[CH:8]=[C:9]([C:13]2[CH:25]([CH2:26][N:27]([CH3:29])[CH3:28])[CH2:24][CH2:23][C:15](=[O:16])[CH:14]=2)[CH:10]=[CH:11][CH:12]=1)([CH3:4])([CH3:2])[CH3:3] |f:3.4|. Procedure: 197 g 8-[3-(tert-Butyl-diphenyl-silanyloxy)-phenyl]-9-dimethylaminomethyl-3,3-dimethyl-1,5-dioxa-spiro[5.5]undecan-8-ol were dissolved in tetrahydrofuran and the solution was cooled to 5° C. A mixture of 300 ml concentrated hydrochloric acid and 300 ml water was added dropwise at this temperature. The mixture was then stirred at room temperature for 10 hours. 400 ml ethyl acetate were then added, while cooling with ice, and the pH was then brought to 12 with 32% sodium hydroxide solution. The ph... The reactants are IC=1C=C(C=CC1)C(F)(F)F (3-iodobenzotrifluoride), P(=O)([O-])([O-])[O-].[K+].[K+].[K+] (potassium phosphate), 1,2-trans-N,N-dimethylcyclohexane diamine, ClC=1C=C2C=C(NC2=CC1)C(CCCCCC)=O (1-(5-Chloro-1H-indol-2-yl)heptan-1-one). The reagents and catalysts are [Cu](I)I (copper iodide). Run in C1(=CC=CC=C1)C (toluene). Conditions: temperature 110 celsius, time 19 hour. Product: ClC=1C=C2C=C(N(C2=CC1)C1=CC(=CC=C1)C(F)(F)F)C(CCCCCC)=O (1-{5-Chloro-1-[3-(trifluoromethyl)phenyl]-1H-indol-2-yl}heptan-1-one). As a reaction SMILES: [Cl:1][C:2]1[CH:3]=[C:4]2[C:8](=[CH:9][CH:10]=1)[NH:7][C:6]([C:11](=[O:18])[CH2:12][CH2:13][CH2:14][CH2:15][CH2:16][CH3:17])=[CH:5]2.I[C:20]1[CH:21]=[C:22]([C:26]([F:29])([F:28])[F:27])[CH:23]=[CH:24][CH:25]=1.P([O-])([O-])([O-])=O.[K+].[K+].[K+]>[Cu](I)I.C1(C)C=CC=CC=1>[Cl:1][C:2]1[CH:3]=[C:4]2[C:8](=[CH:9][CH:10]=1)[N:7]([C:20]1[CH:25]=[CH:24][CH:23]=[C:22]([C:26]([F:29])([F:28])[F:27])[CH:21]=1)[C:6]([C:11](=[O:18])[CH2:12][CH2:13][CH2:14][CH2:15][CH2:16][CH3:17])=[CH:5]2 |f:2.3.4.5|. Reported procedure: To a vial containing the title compound of Example 1 Step B (3.0 g, 11.36 mmol), were added 3-iodobenzotrifluoride (1.97 mL, 13.6 mmol), copper iodide (218 mg, 1.14 mmol), potassium phosphate (5.05 g, 23.9 mmol), and 1,2-trans-N,N-dimethylcyclohexane diamine (0.718 mL, 4.54 mmol). The reaction mixture was placed under a nitrogen atmosphere, and anhydrous toluene (11.4 mL, deoxygenated via nitrogen sparge) was added. The vial was then capped and placed in a pre-heated oil bath (110° C.) and stirr...